From a dataset of the Open Reaction Database (ORD), a public repository of structured organic reaction records. describe an organic reaction: reactants, conditions, products, and yield The reactants are NCC1=NN=C2N1N=C(C=C2)C2=CC(=C(C=C2)N2C(CCC2)=O)F (1-(4-(3-(aminomethyl)-[1,2,4]triazolo[4,3-b]pyridazin-6-yl)-2-fluorophenyl)pyrrolidin-2-one), ClC=1C=CN=C2C=C(C=NC12)OC (8-chloro-3-methoxy-1,5-naphthyridine), CC(CC)O (butan-2-ol). Reaction conditions: time 4 hour. Yields the product FC1=C(C=CC(=C1)C=1C=CC=2N(N1)C(=NN2)CNC2=CC=NC1=CC(=CN=C21)OC)N2C(CCC2)=O (1-(2-fluoro-4-(3-((7-methoxy-1,5-naphthyridin-4-ylamino)methyl)-[1,2,4]triazolo[4,3-b]pyridazin-6-yl)phenyl)pyrrolidin-2-one). Reaction SMILES: [NH2:1][CH2:2][C:3]1[N:7]2[N:8]=[C:9]([C:12]3[CH:17]=[CH:16][C:15]([N:18]4[CH2:22][CH2:21][CH2:20][C:19]4=[O:23])=[C:14]([F:24])[CH:13]=3)[CH:10]=[CH:11][C:6]2=[N:5][N:4]=1.Cl[C:26]1[CH:27]=[CH:28][N:29]=[C:30]2[C:35]=1[N:34]=[CH:33][C:32]([O:36][CH3:37])=[CH:31]2.CC(O)CC>>[F:24][C:14]1[CH:13]=[C:12]([C:9]2[CH:10]=[CH:11][C:6]3[N:7]([C:3]([CH2:2][NH:1][C:26]4[C:35]5[C:30](=[CH:31][C:32]([O:36][CH3:37])=[CH:33][N:34]=5)[N:29]=[CH:28][CH:27]=4)=[N:4][N:5]=3)[N:8]=2)[CH:17]=[CH:16][C:15]=1[N:18]1[CH2:22][CH2:21][CH2:20][C:19]1=[O:23]. Reported procedure: A 0.5-2 mL microwave vial was charged with 1-(4-(3-(aminomethyl)-[1,2,4]triazolo[4,3-b]pyridazin-6-yl)-2-fluorophenyl)pyrrolidin-2-one (0.0792 g, 0.243 mmol), 8-chloro-3-methoxy-1,5-naphthyridine (0.0590 g, 0.303 mmol), and butan-2-ol (1.00 ml, 0.243 mmol), sealed, then placed in a Personal Chemistry Microwave for 4 hours at 120° C. The mixture was concentrated, then triturated with MeOH to give 1-(2-fluoro-4-(3-((7-methoxy-1,5-naphthyridin-4-ylamino)methyl)-[1,2,4]triazolo[4,3-b]pyridazin-6-yl)... Starting materials: CC(C(=O)OC)(CC(CCCCO[Si](C)(C)C(C)(C)C)CC=O)C (methyl 2,2-dimethyl-4-formylmethyl-8-(t-butyldimethylsilyloxy)-octanoate), [Cl-].N1=CC(=CC=C1)C[P+](C1=CC=CC=C1)(C1=CC=CC=C1)C1=CC=CC=C1 (3-pyridylmethyltriphenylphosphonium chloride), C(CCC)[Li] (n-butyllithium). Run in O1CCCC1 (tetrahydrofuran), O1CCCC1 (tetrahydrofuran), CCCCCC (hexane). Run at time 0.5 hour. Product: CC(C(=O)OC)(CC(CCCCO[Si](C)(C)C(C)(C)C)CC=CC=1C=NC=CC1)C (methyl 2,2-dimethyl-4-[3-(3-pyridyl)-2-propenyl]-8-(t-butyldimethylsilyloxy)-octanoate). RXN SMILES: [Cl-].[N:2]1[CH:7]=[CH:6][CH:5]=[C:4]([CH2:8][P+](C2C=CC=CC=2)(C2C=CC=CC=2)C2C=CC=CC=2)[CH:3]=1.C([Li])CCC.[CH3:33][C:34]([CH3:56])([CH2:39][CH:40]([CH2:53][CH:54]=O)[CH2:41][CH2:42][CH2:43][CH2:44][O:45][Si:46]([C:49]([CH3:52])([CH3:51])[CH3:50])([CH3:48])[CH3:47])[C:35]([O:37][CH3:38])=[O:36]>O1CCCC1.CCCCCC>[CH3:33][C:34]([CH3:56])([CH2:39][CH:40]([CH2:53][CH:54]=[CH:8][C:4]1[CH:3]=[N:2][CH:7]=[CH:6][CH:5]=1)[CH2:41][CH2:42][CH2:43][CH2:44][O:45][Si:46]([C:49]([CH3:52])([CH3:51])[CH3:50])([CH3:48])[CH3:47])[C:35]([O:37][CH3:38])=[O:36] |f:0.1|. Procedure details: To a solution of 8.8 g (22.6 mmol) 3-pyridylmethyltriphenylphosphonium chloride in 40 ml dry tetrahydrofuran at 0° is added slowly 9.0 ml (22.5 mmol) of 2.5M n-butyllithium in hexane. After stirring the resulting deep red solution at room temperature for 0.5 h, a solution of 3.23 g (9 mmol) of methyl 2,2-dimethyl-4-formylmethyl-8-(t-butyldimethylsilyloxy)-octanoate in 10 ml dry tetrahydrofuran is added slowly and then stirred for 16 h. The reaction is quenched by addition of saturated ammonium c... The reactants are Cl (HCl), N(N)C1=CC=C(C(=O)O)C=C1 (4-hydrazinylbenzoic acid), FC1=C(C=O)C=C(C=C1)I (2-fluoro-5-iodobenzaldehyde), C([O-])([O-])=O.[Cs+].[Cs+] (caesium carbonate). The solvent is CN(C)C=O (DMF), O (Water). Yields the product FC1=C(C=NNC2=CC=C(C(=O)O)C=C2)C=C(C=C1)I (4-(2-(2-fluoro-5-iodobenzylidene)hydrazinyl)benzoic acid). Isolated yield 98.1%. Reaction SMILES: [NH:1]([C:3]1[CH:11]=[CH:10][C:6]([C:7]([OH:9])=[O:8])=[CH:5][CH:4]=1)[NH2:2].[F:12][C:13]1[CH:20]=[CH:19][C:18]([I:21])=[CH:17][C:14]=1[CH:15]=O.C(=O)([O-])[O-].[Cs+].[Cs+].Cl>CN(C=O)C.O>[F:12][C:13]1[CH:20]=[CH:19][C:18]([I:21])=[CH:17][C:14]=1[CH:15]=[N:2][NH:1][C:3]1[CH:4]=[CH:5][C:6]([C:7]([OH:9])=[O:8])=[CH:10][CH:11]=1 |f:2.3.4|. Procedure: 4-hydrazinylbenzoic acid (1.54 g, 10 mmol), 2-fluoro-5-iodobenzaldehyde (2.52 g, 10 mmol) and caesium carbonate (3.27 g, 10 mmol) was stirred in DMF (10 mL) at r.t. for 70 min. Water (40 mL) was then added and the clear solution was acidified with aqueous HCl (1.7 M). The light yellow precipitate that formed was collected by filtration, washed with water and dried in vacuo to give 4-(2-(2-fluoro-5-iodobenzylidene)hydrazinyl)benzoic acid (3.77 g, 98%) Starting materials: [OH-].[Na+] (NaOH), ClC(C(C(Cl)(Cl)Cl)O)(Cl)Cl (1,1,1,3,3,3-hexachloro-2-propanol), O (water), S(=O)(=O)(OC)OC (dimethyl sulfate). Conditions: time 2 hour. Product: C(C(Cl)(Cl)Cl)(C(Cl)(Cl)Cl)OC ((Cl3C)2CHOCH3). Yield: 87.5%. RXN SMILES: [OH-].[Na+].[Cl:3][C:4]([Cl:12])([Cl:11])[CH:5]([OH:10])[C:6]([Cl:9])([Cl:8])[Cl:7].O.S(OC)(O[CH3:18])(=O)=O>>[CH:5]([O:10][CH3:18])([C:6]([Cl:9])([Cl:8])[Cl:7])[C:4]([Cl:12])([Cl:11])[Cl:3] |f:0.1|. Reported procedure: A 50% NaOH solution, 9.9 g (0.12 mole), was added to a mixture of 33.0 g (0.12 mole) of 1,1,1,3,3,3-hexachloro-2-propanol and 44.5 g (2.47 moles) of water at 0°-10° C. over 30 minutes. This cold mixture was warmed to room temperature and 15.6 g (0.12 mole) of dimethyl sulfate was added slowly at 20°-25° C. over 30 minutes. The reaction mixture was stirred for another 2 hours at room temperature. The crude product was washed with dilute NaOH solution, water and saturated NaCl solution to yield 29... Reactants: C(C1=CC=CC=C1)OC(=O)N1CCC(CC1)(C1=NC=CC=C1)O (1-benzyloxycarbonyl-4-hydroxy-4-(2-pyridyl)piperidine), N1=CC=CC=C1 (pyridine), S(=O)(Cl)Cl (thionyl chloride). Run in O (water), ClCCl (dichloromethane). Conditions: time 16 hour. The product is C(C1=CC=CC=C1)OC(=O)N1CCC(=CC1)C1=NC=CC=C1 (1-Benzyloxycarbonyl-4-(2-pyridyl)-1,2,3,6-tetrahydropyridine). Isolated yield 63.7%. Reaction SMILES: [CH2:1]([O:8][C:9]([N:11]1[CH2:16][CH2:15][C:14](O)([C:17]2[CH:22]=[CH:21][CH:20]=[CH:19][N:18]=2)[CH2:13][CH2:12]1)=[O:10])[C:2]1[CH:7]=[CH:6][CH:5]=[CH:4][CH:3]=1.N1C=CC=CC=1.S(Cl)(Cl)=O>ClCCl.O>[CH2:1]([O:8][C:9]([N:11]1[CH2:12][CH:13]=[C:14]([C:17]2[CH:22]=[CH:21][CH:20]=[CH:19][N:18]=2)[CH2:15][CH2:16]1)=[O:10])[C:2]1[CH:3]=[CH:4][CH:5]=[CH:6][CH:7]=1. Procedure: A solution of 1-benzyloxycarbonyl-4-hydroxy-4-(2-pyridyl)piperidine (0.8 g) in 20 mL of dichloromethane at 0° C. was treated with pyridine (2 mL) followed by thionyl chloride (0.22 mL). The reaction mixture was allowed to warm to the room temperature and stirred for 16 hours. At the end of this period, the reaction mixture was diluted with water and extracted twice with ethyl acetate. The organic layer was washed with a solution of copper sulfate, dried over magnesium sulfate and concentrated un... Starting materials: 10, C1(=CC=CC=C1)C1=NNC(=C1)SC1=CC=CC=C1 (3-phenyl-5-phenylthiopyrazole), C(C)(=O)OC(C)=O (acetic anhydride). Reagents/catalysts: S(O)(O)(=O)=O (sulfuric acid). The product is 10.5, C(C)(=O)N1N=C(C=C1SC1=CC=CC=C1)C1=CC=CC=C1 (1-acetyl-3-phenyl-5-phenylthiopyrazole). Yield: 90.0%. As a reaction SMILES: [C:1]1([C:7]2[CH:11]=[C:10]([S:12][C:13]3[CH:18]=[CH:17][CH:16]=[CH:15][CH:14]=3)[NH:9][N:8]=2)[CH:6]=[CH:5][CH:4]=[CH:3][CH:2]=1.[C:19](OC(=O)C)(=[O:21])[CH3:20]>S(=O)(=O)(O)O>[C:19]([N:9]1[C:10]([S:12][C:13]2[CH:14]=[CH:15][CH:16]=[CH:17][CH:18]=2)=[CH:11][C:7]([C:1]2[CH:2]=[CH:3][CH:4]=[CH:5][CH:6]=2)=[N:8]1)(=[O:21])[CH3:20]. Procedure details: At 20° to 25° C, a few drops of concentrated sulfuric acid are added to a solution of 10 parts of 3-phenyl-5-phenylthiopyrazole in 100 parts of acetic anhydride. After 15 hours the solution is concentrated in vacuo and 50 parts of water is added to the residue. There is obtained 10.5 parts (90% of theory) of 1-acetyl-3-phenyl-5-phenylthiopyrazole; m.p.: 83° to 84.5° C (recrystallized from methanol). Reactants: CCOC(CBr)OCC, CC(C)(C)[O-], CN(C)C=O, [K+], O, O=C1NCCSc2sccc21. The product is CCOC(CN1CCSc2sccc2C1=O)OCC. As a reaction SMILES: [CH2:18]([CH3:19])[O:20][CH:21]([CH2:22][Br:23])[O:24][CH2:25][CH3:26].[CH3:12][C:13]([CH3:14])([O-:15])[CH3:16].[CH3:28][N:29]([CH3:30])[CH:31]=[O:32].[K+:17].[OH2:27].[S:1]1[CH2:2][CH2:3][NH:4][C:5](=[O:11])[c:6]2[c:7]1[s:8][cH:9][cH:10]2>>[S:1]1[CH2:2][CH2:3][N:4]([CH2:22][CH:21]([O:20][CH2:18][CH3:19])[O:24][CH2:25][CH3:26])[C:5](=[O:11])[c:6]2[c:7]1[s:8][cH:9][cH:10]2.